This data is from the Open Reaction Database (ORD), a public repository of structured organic reaction records. The task is: describe an organic reaction: reactants, conditions, products, and yield Reactants: C(C)(=O)O (acetic acid), BrC1=CN=C2N1N=C(C=C2)NCCN (N1-(3-bromoimidazo[1,2-b]pyridazin-6-yl)ethane-1,2-diamine), CC(=O)C (acetone), C(#N)[BH3-].[Na+] (sodium cyanoborohydride), N#N (N2), 3d. Product: BrC1=CN=C2N1N=C(C=C2)NCCNC(C)C (N1-(3-bromoimidazo[1,2-b]pyridazin-6-yl)-N2-isopropylethane-1,2-diamine). Reaction SMILES: C(O)(=O)C.[Br:5][C:6]1[N:10]2[N:11]=[C:12]([NH:15][CH2:16][CH2:17][NH2:18])[CH:13]=[CH:14][C:9]2=[N:8][CH:7]=1.[CH3:19][C:20]([CH3:22])=O.C([BH3-])#N.[Na+].N#N>>[Br:5][C:6]1[N:10]2[N:11]=[C:12]([NH:15][CH2:16][CH2:17][NH:18][CH:20]([CH3:22])[CH3:19])[CH:13]=[CH:14][C:9]2=[N:8][CH:7]=1 |f:3.4|. Procedure: Glacial acetic acid [64-19-7] (1.6 mL, 28.0 mmol) was added to a stirred suspension of N1-(3-bromoimidazo[1,2-b]pyridazin-6-yl)ethane-1,2-diamine (7.0 g, 27.2 mmol), acetone [67-64-1] (2.4 mL, 32.6 mmol), sodium cyanoborohydride [25895-80-7] (1.8 g, 27.2 mmol) and powdered, activated 4 Angstrom molecular sieve (4 g). The flask was N2 blanketed, closed with a septum, and the mixture allowed to stir at ambient temperature for 3d, then filtered. The filtrate was evaporated, and the residue partitio... Starting materials: Cl.NCCNC(=O)C1=C(C=2C(N(C=3C=CC=CC3C2S1)CC(C1=CC=CC=C1)=O)=O)OC (N-(2-aminoethyl)-3-methoxy-4-oxo-5-(2-oxo-2-phenylethyl)-4,5-dihydrothieno[3,2-c]quinoline-2-carboxamide hydrochloride), CC(=O)C (acetone), CN(C)C=O (DMF), C(#N)[BH3-].[Na+] (sodium cyanoborohydride). Run in CO (methanol), C(O)([O-])=O.[Na+] (sodium hydrogen carbonate). Run at time 24 hour. The product is COC1=C(SC2=C1C(N(C=1C=CC=CC21)CC(C2=CC=CC=C2)=O)=O)C(=O)NCCNC(C)C (3-methoxy-N-{2-[(1-methylethyl)amino]ethyl}-4-oxo-5-(2-oxo-2-phenylethyl)-4,5-dihydrothieno[3,2-c]quinoline-2-carboxamide). Isolated yield 45.0%. RXN SMILES: Cl.[NH2:2][CH2:3][CH2:4][NH:5][C:6]([C:8]1[S:20][C:19]2[C:18]3[CH:17]=[CH:16][CH:15]=[CH:14][C:13]=3[N:12]([CH2:21][C:22](=[O:29])[C:23]3[CH:28]=[CH:27][CH:26]=[CH:25][CH:24]=3)[C:11](=[O:30])[C:10]=2[C:9]=1[O:31][CH3:32])=[O:7].[CH3:33][C:34]([CH3:36])=O.CN(C=O)C.C([BH3-])#N.[Na+]>CO.C(=O)([O-])O.[Na+]>[CH3:32][O:31][C:9]1[C:10]2[C:11](=[O:30])[N:12]([CH2:21][C:22](=[O:29])[C:23]3[CH:24]=[CH:25][CH:26]=[CH:27][CH:28]=3)[C:13]3[CH:14]=[CH:15][CH:16]=[CH:17][C:18]=3[C:19]=2[S:20][C:8]=1[C:6]([NH:5][CH2:4][CH2:3][NH:2][CH:34]([CH3:36])[CH3:33])=[O:7] |f:0.1,4.5,7.8|. Reported procedure: To a mixed solution of the compound of Example 61 (150 mg, 0.32 mmol) and acetone (0.2 mL) in methanol (5 mL)-DMF (5 mL) was added sodium cyanoborohydride (20 mg, 0.32 mmol), and the mixture was stirred at room temperature for 24 hr. The reaction mixture was diluted with saturated sodium hydrogen carbonate solution, and extracted twice with ethyl acetate. The extract was combined, washed with brine, dried over magnesium sulfate, and concentrated under reduced pressure. The residue was purified b... Reactants: CN(C)c1ccncc1, NCc1ccccc1, Nc1nc(C(=O)O)cc(-c2ccco2)n1, CN(C)C=O, O. Yields the product Nc1nc(C(=O)NCc2ccccc2)cc(-c2ccco2)n1. RXN SMILES: [CH3:30][N:31]([CH3:32])[c:33]1[cH:34][cH:35][n:36][cH:37][cH:38]1.[NH2:16][CH2:17][c:18]1[cH:19][cH:20][cH:21][cH:22][cH:23]1.[NH2:1][c:2]1[n:3][c:4](-[c:11]2[o:12][cH:13][cH:14][cH:15]2)[cH:5][c:6]([C:8](=[O:9])[OH:10])[n:7]1.[O:25]=[CH:26][N:27]([CH3:28])[CH3:29].[OH2:24]>>[NH2:1][c:2]1[n:3][c:4](-[c:11]2[o:12][cH:13][cH:14][cH:15]2)[cH:5][c:6]([C:8](=[O:10])[NH:16][CH2:17][c:18]2[cH:19][cH:20][cH:21][cH:22][cH:23]2)[n:7]1. Reactants: CN1CCN(CC1)C(=S)N (4-methyl-1-piperazinyl-thiocarboxamide), [OH-].[Na+] (sodium hydroxide), N1(CCNCC1)C(=S)N (1-piperazinyl-thiocarboxamide), Cl.Cl.N1(CCNCC1)C=1SC=C(N1)C(C)(C)C (2-piperazinyl-4-tert.buty-thiazole dihydrochloride). The product is N1(CCNCC1)C=1SC=C(N1)CCCC (2-piperazinyl-4-butyl-thiazole). RXN SMILES: CN1CCN(C(N)=S)[CH2:4][CH2:3]1.N1(C(N)=S)CCNCC1.Cl.Cl.[N:22]1([C:28]2[S:29][CH:30]=[C:31]([C:33]([CH3:36])(C)C)[N:32]=2)[CH2:27][CH2:26][NH:25][CH2:24][CH2:23]1.[OH-].[Na+]>>[N:22]1([C:28]2[S:29][CH:30]=[C:31]([CH2:33][CH2:36][CH2:3][CH3:4])[N:32]=2)[CH2:23][CH2:24][NH:25][CH2:26][CH2:27]1 |f:2.3.4,5.6|. Procedure: By using the process described in Example 1, but replacing 4-methyl-1-piperazinyl-thiocarboxamide by an equivalent amount of 1-piperazinyl-thiocarboxamide, 2-piperazinyl-4-tert.buty-thiazole dihydrochloride, having a M.P. of 190°-196°, is obtained. The free base is obtained therefrom by treatment with an aqueous sodium hydroxide solution. Starting materials: C(C1=CC=CC=C1)OC(=O)NC1=CC(=C(C2=CC=CC=C12)CCCl)NC(=O)C=1NC2=C(C(=C(C=C2C1)OC)OC)OC (2-[4-(N-benzyloxycarbonylamino)-2-(5,6,7-trimethoxyindole-2-carboxamido)naphthalen-1-yl]ethyl chloride). The reagents and catalysts are [Pd] (Pd/C). Solvent: C1CCOC1 (THF), C1CCOC1 (THF). Run at time 3 day. The product is AcOEt-Petroleum ether, ClCCC1=C(C=C(C2=CC=CC=C12)N)NC(=O)C=1NC2=C(C(=C(C=C2C1)OC)OC)OC (4-(2-chloroethyl)-3-(5,6,7-trimethoxyindole-2-carboxamido)-1-naphthylamine). Isolated yield 18.1%. RXN SMILES: C(OC([NH:11][C:12]1[C:21]2[C:16](=[CH:17][CH:18]=[CH:19][CH:20]=2)[C:15]([CH2:22][CH2:23][Cl:24])=[C:14]([NH:25][C:26]([C:28]2[NH:29][C:30]3[C:35]([CH:36]=2)=[CH:34][C:33]([O:37][CH3:38])=[C:32]([O:39][CH3:40])[C:31]=3[O:41][CH3:42])=[O:27])[CH:13]=1)=O)C1C=CC=CC=1>C1COCC1.[Pd]>[Cl:24][CH2:23][CH2:22][C:15]1[C:16]2[C:21](=[CH:20][CH:19]=[CH:18][CH:17]=2)[C:12]([NH2:11])=[CH:13][C:14]=1[NH:25][C:26]([C:28]1[NH:29][C:30]2[C:35]([CH:36]=1)=[CH:34][C:33]([O:37][CH3:38])=[C:32]([O:39][CH3:40])[C:31]=2[O:41][CH3:42])=[O:27]. Procedure details: A solution of 2-[4-(N-benzyloxycarbonylamino)-2-(5,6,7-trimethoxyindole-2-carboxamido)naphthalen-1-yl]ethyl chloride (60.0 mg, 0.10 mmol) in THF (10 mL) was added to a suspension of 10% Pd/C (50 mg) in chilled THF (10 mL) and the suspension was hydrogenated under H2 atmosphere at room temperature for 3 days. The suspension was filtered over Celite and the filtrate was concentrated in reduced pressure. Preparative TLC (50% AcOEt-Petroleum ether) afforded 4-(2-chloroethyl)-3-(5,6,7-trimethoxyindol... Reactants: N=1N=NN2C1C=CC(=C2)[C@H]2OC2 ((R)-2-(tetrazolo[1,5-a]pyrid 6-yl)oxirane), CC1(CC1)N ((1-methylcyclopropyl)amine). The solvent is C(C)O (ethanol). Yields the product CC1(CC1)NC[C@H](O)C=1C=CC=2N(C1)N=NN2 ((R)-α-[[(1-Methylcyclopropyl)amino]methyl]tetrazolo[1,5-a] pyridine-6-methanol). Yield: 62.7%. RXN SMILES: [N:1]1[N:2]=[N:3][N:4]2[CH:9]=[C:8]([C@@H:10]3[CH2:12][O:11]3)[CH:7]=[CH:6][C:5]=12.[CH3:13][C:14]1([NH2:17])[CH2:16][CH2:15]1>C(O)C>[CH3:13][C:14]1([NH:17][CH2:12][C@@H:10]([C:8]2[CH:7]=[CH:6][C:5]3[N:4]([N:3]=[N:2][N:1]=3)[CH:9]=2)[OH:11])[CH2:16][CH2:15]1. Procedure details: A solution of 375 mg (2.31 mmol) of (R)-2-(tetrazolo[1,5-a]pyrid 6-yl)oxirane and 950 mg of (1-methylcyclopropyl)amine in 1 ml of absolute ethanol was heated at 70° C. for 4 hours in a sealed reaction tube. The reaction mixture was concentrated under reduced pressure and the residue chromatographed on silica gel plates (95:5:1 methylene chloride: methanol:conc. ammonium hydroxide) to give 338 mg of product, m.p. 72°-73° C. The reactants are C(C)OC1=CC(=C(C=C1)[C@H]1O[C@@H](C(N(C2=C1C=C(C=C2)Cl)CC(C)(C)C)=O)CC(=O)OCC)OC (ethyl trans-5-(4-ethoxy-2-methoxyphenyl)-7-chloro-1-neopentyl-2-oxo-1,2,3,5-tetrahydro-4,1-benzoxazepine-3-acetate), C([O-])([O-])=O.[K+].[K+] (potassium carbonate), CO (methanol), O1CCCC1 (tetrahydrofuran). Run in O (water). Yields the product C(C)OC1=CC(=C(C=C1)[C@H]1O[C@@H](C(N(C2=C1C=C(C=C2)Cl)CC(C)(C)C)=O)CC(=O)O)OC (trans-5-(4-ethoxy-2-methoxyphenyl)-7-chloro-1-neopentyl-2-oxo-1,2,3,5-tetrahydro-4,1-benzoxazepine-3-acetic acid). RXN SMILES: [CH2:1]([O:3][C:4]1[CH:9]=[CH:8][C:7]([C@@H:10]2[C:16]3[CH:17]=[C:18]([Cl:21])[CH:19]=[CH:20][C:15]=3[N:14]([CH2:22][C:23]([CH3:26])([CH3:25])[CH3:24])[C:13](=[O:27])[C@@H:12]([CH2:28][C:29]([O:31]CC)=[O:30])[O:11]2)=[C:6]([O:34][CH3:35])[CH:5]=1)[CH3:2].C(=O)([O-])[O-].[K+].[K+].CO.O1CCCC1>O>[CH2:1]([O:3][C:4]1[CH:9]=[CH:8][C:7]([C@@H:10]2[C:16]3[CH:17]=[C:18]([Cl:21])[CH:19]=[CH:20][C:15]=3[N:14]([CH2:22][C:23]([CH3:25])([CH3:26])[CH3:24])[C:13](=[O:27])[C@@H:12]([CH2:28][C:29]([OH:31])=[O:30])[O:11]2)=[C:6]([O:34][CH3:35])[CH:5]=1)[CH3:2] |f:1.2.3|. Reported procedure: A mixture of ethyl trans-5-(4-ethoxy-2-methoxyphenyl)-7-chloro-1-neopentyl-2-oxo-1,2,3,5-tetrahydro-4,1-benzoxazepine-3-acetate (0.18 g), potassium carbonate (0.10 g), methanol (10 ml), tetrahydrofuran (10 ml) and water (5 ml) was refluxed for 1.5 h. The resulting mixture was concentrated in vacuo, acidified with 1N hydrochloric acid (50 ml) and extracted with ethyl acetate (50 ml). The extract was washed with water, dried over magnesium sulfate and concentrated in vacuo to give trans-5-(4-ethox... Reactants: [OH-].[K+] (KOH), CC1=C2C[C@H]3N(C[C@H](C[C@@H]3C=3C=CC=C(N1)C32)NC(COC(C)=O)=O)CCC (N-(2-methyl6n-propyl-8alpha-ergolinyl)-acetoxyacetamide), ClCCl (dichloromethane). Solvent: CO (methanol). The product is CC1=C2C[C@H]3N(C[C@H](C[C@@H]3C=3C=CC=C(N1)C32)NC(CO)=O)CCC (N-(2-methyl-6-n-propyl-8alpha-ergolinyl)-2-hydroxyacetamide). RXN SMILES: [CH3:1][C:2]1[NH:16][C:15]2[C:17]3[C:3]=1[CH2:4][C@@H:5]1[C@@H:10]([C:11]=3[CH:12]=[CH:13][CH:14]=2)[CH2:9][C@H:8]([NH:18][C:19](=[O:25])[CH2:20][O:21]C(=O)C)[CH2:7][N:6]1[CH2:26][CH2:27][CH3:28].[OH-].[K+].ClCCl>CO>[CH3:1][C:2]1[NH:16][C:15]2[C:17]3[C:3]=1[CH2:4][C@@H:5]1[C@@H:10]([C:11]=3[CH:12]=[CH:13][CH:14]=2)[CH2:9][C@H:8]([NH:18][C:19](=[O:25])[CH2:20][OH:21])[CH2:7][N:6]1[CH2:26][CH2:27][CH3:28] |f:1.2|. Procedure details: 530 mg of N-(2-methyl6n-propyl-8alpha-ergolinyl)-acetoxyacetamide (1.38 mmol) is dissolved in 20 ml of methanol and 0.5 ml of KOH and stirred for 15 minutes at room temperature. Then it is mixed with ice and shaken out with dichloromethane. The organic phases are dried, concentrated by evaporation and crystallized from diisopropyl ether/hexane, yield 321 mg (63% of theory). [α]D +20° (0.5% in chloroform). Starting materials: C(C1=CC=CC=C1)OC(/C=C/C12CCC(CC1)(CC2)C(=O)OC)=O (methyl 4-[(1E)-3-(benzyloxy)-3-oxoprop-1-en-1-yl]bicyclo[2.2.2]octane-1-carboxylate), C(C)(=O)O (acetic acid). The reagents and catalysts are [Pd] (Pd/C). Run in C(C)(=O)OCC.CO (ethyl acetate methanol). Run at time 2 hour. Yields the product COC(=O)C12CCC(CC1)(CC2)CCC(=O)O (3-[4-(methoxycarbonyl)bicyclo[2.2.2]oct-1-yl]propanoic acid). Reaction SMILES: C([O:8][C:9](=[O:24])/[CH:10]=[CH:11]/[C:12]12[CH2:19][CH2:18][C:15]([C:20]([O:22][CH3:23])=[O:21])([CH2:16][CH2:17]1)[CH2:14][CH2:13]2)C1C=CC=CC=1.C(O)(=O)C>C(OCC)(=O)C.CO.[Pd]>[CH3:23][O:22][C:20]([C:15]12[CH2:18][CH2:19][C:12]([CH2:11][CH2:10][C:9]([OH:24])=[O:8])([CH2:17][CH2:16]1)[CH2:13][CH2:14]2)=[O:21] |f:2.3|. Procedure: Diester 11-2 (0.625 g, 1.90 mmol) was dissolved in a 1:1 mixture of ethyl acetate/methanol (30 mL), placed under nitrogen atmosphere, then treated with 10% Pd/C (500 mg) and 0.1 mL of acetic acid. The reaction was placed under hydrogen atmosphere and stirred vigorously for 2 hr. The resulting solution was filtered through celite and the solvent was removed under reduced pressure. The residue was partitioned between 200 mL of ethyl acetate and 200 mL of 1 N NaOH solution. The aqueous layer was se... The reactants are O=C([O-])[O-], CN(C)C=O, O=c1n(CCCF)nnn1-c1cc(O)c(Cl)cc1F, O=[N+]([O-])c1ccc(F)cc1, [K+], [K+]. Product: O=c1n(CCCF)nnn1-c1cc(Oc2ccc([N+](=O)[O-])cc2)c(Cl)cc1F. Reaction SMILES: [C:30](=[O:31])([O-:32])[O-:33].[CH3:36][N:37]([CH3:38])[CH:39]=[O:40].[Cl:1][c:2]1[cH:3][c:4]([F:19])[c:5](-[n:9]2[n:10][n:11][n:12]([CH2:15][CH2:16][CH2:17][F:18])[c:13]2=[O:14])[cH:6][c:7]1[OH:8].[F:20][c:21]1[cH:22][cH:23][c:24]([N+:27](=[O:28])[O-:29])[cH:25][cH:26]1.[K+:34].[K+:35]>>[Cl:1][c:2]1[cH:3][c:4]([F:19])[c:5](-[n:9]2[n:10][n:11][n:12]([CH2:15][CH2:16][CH2:17][F:18])[c:13]2=[O:14])[cH:6][c:7]1[O:8][c:21]1[cH:22][cH:23][c:24]([N+:27](=[O:28])[O-:29])[cH:25][cH:26]1.